The task is: describe an organic reaction: reactants, conditions, products, and yield. This data is from the Open Reaction Database (ORD), a public repository of structured organic reaction records. Starting materials: NC1=C(C(=NC=2N1N=CC2C=2C=NC(=CC2)C2=CC=CC=C2)N2CC1CCC(C2)N1)C(C)=O (1-(7-amino-5-(3,8-diazabicyclo[3.2.1]octan-3-yl)-3-(6-phenylpyridin-3-yl)pyrazolo[1,5-a]pyrimidin-6-yl)ethanone), N=1N=C(NC1)C(=O)O (4H-1,2,4-triazole-3-carboxylic acid), CCN=C=NCCCN(C)C (EDCI), C=1C=CC2=C(C1)N=NN2O (HOBt), CCN(C(C)C)C(C)C (DIEA). The solvent is CN(C)C=O (DMF). Run at time 8 hour. The product is N=1N=C(NC1)C(=O)N1C2CN(CC1CC2)C2=NC=1N(C(=C2C(C)=O)N)N=CC1C=1C=NC(=CC1)C1=CC=CC=C1 (1-(5-(8-(4H-1,2,4-triazole-3-carbonyl)-3,8-diazabicyclo[3.2.1]octan-3-yl)-7-amino-3-(6-phenylpyridin-3-yl)pyrazolo[1,5-a]pyrimidin-6-yl)ethanone). As a reaction SMILES: [NH2:1][C:2]1[N:7]2[N:8]=[CH:9][C:10]([C:11]3[CH:12]=[N:13][C:14]([C:17]4[CH:22]=[CH:21][CH:20]=[CH:19][CH:18]=4)=[CH:15][CH:16]=3)=[C:6]2[N:5]=[C:4]([N:23]2[CH2:29][CH:28]3[NH:30][CH:25]([CH2:26][CH2:27]3)[CH2:24]2)[C:3]=1[C:31](=[O:33])[CH3:32].[N:34]1[N:35]=[C:36]([C:39](O)=[O:40])[NH:37][CH:38]=1.CCN=C=NCCCN(C)C.C1C=CC2N(O)N=NC=2C=1.CCN(C(C)C)C(C)C>CN(C=O)C>[N:34]1[N:35]=[C:36]([C:39]([N:30]2[CH:28]3[CH2:27][CH2:26][CH:25]2[CH2:24][N:23]([C:4]2[C:3]([C:31](=[O:33])[CH3:32])=[C:2]([NH2:1])[N:7]4[N:8]=[CH:9][C:10]([C:11]5[CH:12]=[N:13][C:14]([C:17]6[CH:18]=[CH:19][CH:20]=[CH:21][CH:22]=6)=[CH:15][CH:16]=5)=[C:6]4[N:5]=2)[CH2:29]3)=[O:40])[NH:37][CH:38]=1. Procedure details: A mixture of 1-(7-amino-5-(3,8-diazabicyclo[3.2.1]octan-3-yl)-3-(6-phenylpyridin-3-yl)pyrazolo[1,5-a]pyrimidin-6-yl)ethanone (11 mg, 0.025 mmol), 4H-1,2,4-triazole-3-carboxylic acid (3.1 mg, 0.027 mmol), EDCI (9.5 mg, 0.05 mmol), HOBt (6.75 mg, 0.05 mmol) and DIEA (26 ul, 0.15 mmol) in DMF (1 ml) was stirred at room temperature overnight. Purification with prep-LC provided 1-(5-(8-(4H-1,2,4-triazole-3-carbonyl)-3,8-diazabicyclo[3.2.1]octan-3-yl)-7-amino-3-(6-phenylpyridin-3-yl)pyrazolo[1,5-a]pyr... As a reaction SMILES: [C:41]12([CH2:42][S:43]([OH:44])(=[O:45])=[O:46])[C:47]([CH3:48])([CH3:49])[CH:50]([CH2:51][CH2:52]1)[CH2:53][C:54]2=[O:55].[CH:56]([OH:57])([CH3:58])[CH3:59].[Cl:18][c:19]1[n:20][cH:21][c:22]([Cl:40])[c:23]([NH:25][c:26]2[c:27]([O:38][CH3:39])[cH:28][c:29]([N:32]3[CH2:33][CH2:34][O:35][CH2:36][CH2:37]3)[cH:30][cH:31]2)[n:24]1.[NH2:1][c:2]1[cH:3][c:4]2[c:5]([cH:14][c:15]1[O:16][CH3:17])[NH:6][C:7](=[O:13])[CH2:8][CH2:9][C:10]2([CH3:11])[CH3:12]>>[NH:1]([c:2]1[cH:3][c:4]2[c:5]([cH:14][c:15]1[O:16][CH3:17])[NH:6][C:7](=[O:13])[CH2:8][CH2:9][C:10]2([CH3:11])[CH3:12])[c:19]1[n:20][cH:21][c:22]([Cl:40])[c:23]([NH:25][c:26]2[c:27]([O:38][CH3:39])[cH:28][c:29]([N:32]3[CH2:33][CH2:34][O:35][CH2:36][CH2:37]3)[cH:30][cH:31]2)[n:24]1. The product is COc1cc2c(cc1Nc1ncc(Cl)c(Nc3ccc(N4CCOCC4)cc3OC)n1)C(C)(C)CCC(=O)N2. Reactants: CC1(C)C2CCC1(CS(=O)(=O)O)C(=O)C2, CC(C)O, COc1cc(N2CCOCC2)ccc1Nc1nc(Cl)ncc1Cl, COc1cc2c(cc1N)C(C)(C)CCC(=O)N2. Starting materials: CCOC(=O)c1cc(C(C)NC(=O)OC(C)(C)C)on1, C1CCOC1, [Li+], [OH-]. Product: CC(NC(=O)OC(C)(C)C)c1cc(C(=O)O)no1. RXN SMILES: [C:1]([CH3:2])([CH3:3])([CH3:4])[O:5][C:6](=[O:7])[NH:8][CH:9]([CH3:10])[c:11]1[cH:12][c:13]([C:16](=[O:17])[O:18][CH2:19][CH3:20])[n:14][o:15]1.[CH2:23]1[O:24][CH2:25][CH2:26][CH2:27]1.[Li+:22].[OH-:21]>>[C:1]([CH3:2])([CH3:3])([CH3:4])[O:5][C:6](=[O:7])[NH:8][CH:9]([CH3:10])[c:11]1[cH:12][c:13]([C:16](=[O:17])[OH:18])[n:14][o:15]1. Reactants: CN1N=C(C=2C1=NC1=CC=CC=C1C2Cl)C (1,3-dimethyl-4-chloro-1H-pyrazolo[3,4-b] quinoline), C(C1=CC=CC=C1)N (benzylamine), CS(=O)C (DMSO). The solvent is O (water). Reaction conditions: temperature 85 celsius. Yields the product CN1N=C(C=2C1=NC1=CC=CC=C1C2NCC2=CC=CC=C2)C (1,3-dimethyl-N-(phenylmethyl)-1H-pyrazolo[3,4-b]quinolin-4-amine). RXN SMILES: [CH3:1][N:2]1[C:6]2=[N:7][C:8]3[C:13]([C:14](Cl)=[C:5]2[C:4]([CH3:16])=[N:3]1)=[CH:12][CH:11]=[CH:10][CH:9]=3.[CH2:17]([NH2:24])[C:18]1[CH:23]=[CH:22][CH:21]=[CH:20][CH:19]=1.CS(C)=O>O>[CH3:1][N:2]1[C:6]2=[N:7][C:8]3[C:13]([C:14]([NH:24][CH2:17][C:18]4[CH:23]=[CH:22][CH:21]=[CH:20][CH:19]=4)=[C:5]2[C:4]([CH3:16])=[N:3]1)=[CH:12][CH:11]=[CH:10][CH:9]=3. Procedure: A mixture of 1,3-dimethyl-4-chloro-1H-pyrazolo[3,4-b] quinoline (1.2 g, 0.005 mol), benzylamine (1.2 ml) and DMSO (3 ml) was heated at 80-90° C. for 3-4 hours. The reaction mixture was cooled to room temperature and then was poured into water. The mixture was extracted with CH2Cl2 (3×50 ml) and then the CH2Cl2 layers were combined and evaporated. The residue was purified by column chromatography on silca gel eluting with ethyl acetate to afford the product which was crystallized from ether/hexan... The reactants are O=C([O-])[O-], ClCCl, COCCOCCOC, CC(C)(C=C(Cl)Cl)CCCl, [K+], [K+], Oc1ccc(Cl)cc1. The product is CC(C)(C=C(Cl)Cl)CCOc1ccc(Cl)cc1. RXN SMILES: [C:19](=[O:20])([O-:21])[O-:22].[CH2:34]([Cl:35])[Cl:36].[CH3:25][O:26][CH2:27][CH2:28][O:29][CH2:30][CH2:31][O:32][CH3:33].[Cl:9][C:10](=[CH:11][C:12]([CH2:13][CH2:14][Cl:15])([CH3:16])[CH3:17])[Cl:18].[K+:23].[K+:24].[OH:1][c:2]1[cH:3][cH:4][c:5]([Cl:6])[cH:7][cH:8]1>>[O:1]([c:2]1[cH:3][cH:4][c:5]([Cl:6])[cH:7][cH:8]1)[CH2:14][CH2:13][C:12]([CH:11]=[C:10]([Cl:9])[Cl:18])([CH3:16])[CH3:17]. Reactants: C1=C2C(=CC3=C1C(=O)OC3=O)C(=O)OC2=O (PMDA), [N+](=O)([O-])C=1C=C(N)C=CC1 (m-nitroaniline). The solvent is CC(=O)N(C)C (DMAC). Run at temperature 108 celsius. The product is C1=CC(=CC(=C1)[N+](=O)[O-])N2C(=O)C3=CC4=C(C=C3C2=O)C(=O)N(C4=O)C5=CC(=CC=C5)[N+](=O)[O-] (N,N'-bis(m-nitrophenyl) pyromellitimide). As a reaction SMILES: [N+:1]([C:4]1[CH:5]=[C:6]([CH:8]=[CH:9][CH:10]=1)[NH2:7])([O-:3])=[O:2].[CH:11]1[C:16]2[C:17]([O:19][C:20](=[O:21])[C:15]=2[CH:14]=[C:13]2[C:22]([O:24][C:25](=[O:26])[C:12]=12)=O)=O>CC(N(C)C)=O>[CH:9]1[CH:10]=[C:4]([N+:1]([O-:3])=[O:2])[CH:5]=[C:6]([N:7]2[C:25](=[O:26])[C:12]3[C:13](=[CH:14][C:15]4[C:20](=[O:21])[N:7]([C:6]5[CH:8]=[CH:9][CH:10]=[C:4]([N+:1]([O-:3])=[O:2])[CH:5]=5)[C:17](=[O:19])[C:16]=4[CH:11]=3)[C:22]2=[O:24])[CH:8]=1. Procedure details: To a stirred solution of 27.6 grams (0.20 mole) m-nitroaniline in 320 ml. DMAC was added 21.8 grams (0.10 mole) PMDA. A precipitate separated in about one minute. The mixture was heated to 108° C. over 40 minutes, during which time the precipitate changed from tan to lustrous yellow. The mixture was cooled to room temperature and filtered. The solid product was washed with benzene and dried to give yellow crystals of N,N'-bis(m-nitrophenyl) pyromellitimide having a melting point of 388° C. As a reaction SMILES: [CH3:1][NH:2][CH2:3][CH2:4][CH:5]([c:6]1[cH:7][cH:8][cH:9][cH:10][cH:11]1)[O:12][c:13]1[cH:14][cH:15][c:16]([C:17]([F:18])([F:19])[F:20])[cH:21][cH:22]1.[CH3:24][N:25]([CH2:26][CH2:27][C:28](=[O:29])[c:30]1[cH:31][cH:32][cH:33][cH:34][cH:35]1)[CH3:36].[ClH:23]>>[CH3:24][N:25]([CH2:26][CH2:27][CH:28]([OH:29])[c:30]1[cH:31][cH:32][cH:33][cH:34][cH:35]1)[CH3:36]. Yields the product CN(C)CCC(O)c1ccccc1. Reactants: CNCCC(Oc1ccc(C(F)(F)F)cc1)c1ccccc1, CN(C)CCC(=O)c1ccccc1, Cl. Reactants: COC=1C=C2C(=CC=NC2=CC1OC)OC1=CC=C(N)C=C1 (4-[(6,7-Dimethoxy-4-quinolyl)oxy]aniline), S(=O)(Cl)Cl (thionyl chloride), BrCC1=CC=C(C(=O)O)C=C1 (4-(bromomethyl)benzoic acid), BrCC1=CC=C(C=C1)CC(=O)N=C=S (2-[4-(bromomethyl)phenyl]ethanoyl isothiocyanate), BrCC1=CC=C(C=C1)C(=O)Cl (4-(bromomethyl)-1-benzenecarbonyl chloride). Solvent: C1(=CC=CC=C1)C (toluene), C(C)O (ethanol), C1(=CC=CC=C1)C (Toluene), C(C)O (ethanol). Run at temperature 100 celsius, time 2 hour. The product is BrCC1=CC=C(C=C1)CC(=O)NC(=S)NC1=CC=C(C=C1)OC1=CC=NC2=CC(=C(C=C12)OC)OC (N-{2-[4-(Bromomethyl)phenyl]acetyl}-N′-{4-[(6,7-dimethoxy-4-quinolyl)oxy]phenyl}thiourea). Yield: 52.0%. Reaction SMILES: S(Cl)(Cl)=O.BrCC1C=CC(C(O)=O)=CC=1.BrCC1C=CC(C(Cl)=O)=CC=1.[CH3:27][O:28][C:29]1[CH:30]=[C:31]2[C:36](=[CH:37][C:38]=1[O:39][CH3:40])[N:35]=[CH:34][CH:33]=[C:32]2[O:41][C:42]1[CH:48]=[CH:47][C:45]([NH2:46])=[CH:44][CH:43]=1.[Br:49][CH2:50][C:51]1[CH:56]=[CH:55][C:54]([CH2:57][C:58]([N:60]=[C:61]=[S:62])=[O:59])=[CH:53][CH:52]=1>C1(C)C=CC=CC=1.C(O)C>[Br:49][CH2:50][C:51]1[CH:52]=[CH:53][C:54]([CH2:57][C:58]([NH:60][C:61]([NH:46][C:45]2[CH:47]=[CH:48][C:42]([O:41][C:32]3[C:31]4[C:36](=[CH:37][C:38]([O:39][CH3:40])=[C:29]([O:28][CH3:27])[CH:30]=4)[N:35]=[CH:34][CH:33]=3)=[CH:43][CH:44]=2)=[S:62])=[O:59])=[CH:55][CH:56]=1. Procedure details: Toluene (20 ml) and thionyl chloride (1 ml) were added to commercially available 4-(bromomethyl)benzoic acid (80 mg), and the mixture was heated at 100° C. for one hr. The solvent was removed by distillation, and 2-[4-(bromomethyl)phenyl]ethanoyl isothiocyanate was prepared using the resultant 4-(bromomethyl)-1-benzenecarbonyl chloride as a starting compound according to the description of the literature. 4-[(6,7-Dimethoxy-4-quinolyl)oxy]aniline (50 mg) was dissolved in toluene (5 ml) and ethano...